Task: describe an organic reaction: reactants, conditions, products, and yield. Dataset: the Open Reaction Database (ORD), a public repository of structured organic reaction records The reactants are FC(S(=O)(=O)OC12C(CC(CC1)C2)=O)(F)F (2-oxobicyclo[2.2.1]heptan-1-yl trifluoromethanesulfonate), TEA, C(C)O.O (ethanol water). Procedure details: A mixture of 2-oxobicyclo[2.2.1]heptan-1-yl trifluoromethanesulfonate (4.6 g, 18.1 mmol) in 600 mL ethanol/water (60% w/w) and TEA (3.7 g, 36.2 mmol) was heated at 130° C. for 100 h. The mixture was concentrated under reduced pressure and the residue was poured into aqueous hydrochloric acid solution (1 mol/L, 150 mL) and extracted with diethyl ether (3×100 mL). The combined extracts were washed with brine (100 mL) and dried over anhydrous sodium sulfate. The solution was concentrated under redu... Yield: 45.0%. Product: C12(CCC(C1)C2)C(=O)O (Bicyclo[2.1.1]hexane-1-carboxylic acid). As a reaction SMILES: FC(F)(F)S(O[C:7]12[CH2:13][CH:10]([CH2:11][CH2:12]1)[CH2:9][C:8]2=[O:14])(=O)=O.C([OH:19])C.O>>[C:7]12([C:8]([OH:14])=[O:19])[CH2:9][CH:10]([CH2:13]1)[CH2:11][CH2:12]2 |f:1.2|. Reaction conditions: temperature 130 celsius. Reactants: ClCC(=O)N(C(=O)Cl)C (N-Chloroacetyl-N-methylcarbamoyl chloride), [F-].[K+] (potassium fluoride), C1COCCOCCOCCOCCOCCO1 (18-crown-6). Solvent: ClCCl (dichloromethane). Run at time 16 hour. Product: ClCC(=O)N(C(=O)F)C (N-chloroacetyl-N-methylcarbamoyl fluoride). The yield is 100.0%. As a reaction SMILES: [Cl:1][CH2:2][C:3]([N:5]([CH3:9])[C:6](Cl)=[O:7])=[O:4].[F-:10].[K+].C1OCCOCCOCCOCCOCCOC1>ClCCl>[Cl:1][CH2:2][C:3]([N:5]([CH3:9])[C:6]([F:10])=[O:7])=[O:4] |f:1.2|. Procedure details: A mixture of 10.0 g of N-Chloroacetyl-N-methylcarbamoyl chloride, 3.8 g of anhydrous potassium fluoride and 0.5 g of 18-crown-6 in 50 cc of dichloromethane was stirred at room temperature under nitrogen for about 16 hours. The liquid was decanted and the residue was extracted with 50 cc dichlormethane. The dichloromethane layers were combined and the solvent stripped off to afford 9.0 g. (Yield 100%) of N-chloroacetyl-N-methylcarbamoyl fluoride. The product was further purified by distillation u... Starting materials: COC1=CC=C(CS[C@H]2C[C@H](N(C2)C(=O)OCC2=CC=C(C=C2)[N+](=O)[O-])C(=O)O)C=C1 ((2S,4S)-4-(4-methoxybenzyl)thio-1-(4-nitrobenzyloxycarbonyl)-L-proline), N,N'-carbonyldiimidazole, FC(C(=O)O)(F)F.[N+](=O)([O-])C1=CC=C(COC(=O)N=C(N[C@H](C(=O)N[C@@H]2CNCC2)C)NC(=O)OCC2=CC=C(C=C2)[N+](=O)[O-])C=C1 ((3S)-3-[(2S)-2-[2,3-Di(4-nitrobenzyloxycarbonyl)guanidino]-2-methylacetylamino]pyrrolidine trifluoroacetate). The solvent is C(C)#N (acetonitrile). Run at time 1 hour. Product: C(C)(C)N(C(C)C)CC (N,N-diisopropylethylamine), compound. As a reaction SMILES: CO[C:3]1[CH:31]=CC(CS[C@@H]2CN(C(OCC3C=CC([N+]([O-])=O)=CC=3)=O)[C@H](C(O)=O)C2)=C[CH:4]=1.FC(F)(F)C(O)=O.[N+](C1C=CC(COC(N=C(NC(OCC2C=CC([N+]([O-])=O)=CC=2)=O)N[C@@H:53](C)[C:54]([NH:56][C@H:57]2[CH2:61]CN[CH2:58]2)=O)=O)=CC=1)([O-])=O>C(#N)C>[CH:3]([N:56]([CH2:54][CH3:53])[CH:57]([CH3:58])[CH3:61])([CH3:31])[CH3:4] |f:1.2|. Procedure details: To a solution of (2S,4S)-4-(4-methoxybenzyl)thio-1-(4-nitrobenzyloxycarbonyl)-L-proline (1.13 g) in anhydrous acetonitrile (10 ml), N,N'-carbonyldiimidazole (430 mg) was added, followed by stirring at room temperature for one hour. To the reaction mixture, N,N-diisopropylethylamine (0.42 ml) and the compound (2.26 g), which had been obtained in (2), in anhydrous tetraydrofuran (15 ml) were added. The reaction mixture was then treated in a similar manner to that described in Referential Example 1... The reactants are COc1ccc2c(Cl)nnc(CCCCc3ccccc3)c2c1, Cc1c(Cl)cncc1Cl, [H-], [Na+], CN(C)C=O. Product: COc1ccc2c(Cc3c(Cl)cncc3Cl)nnc(CCCCc3ccccc3)c2c1. RXN SMILES: [Cl:10][c:11]1[n:12][n:13][c:14]([CH2:23][CH2:24][CH2:25][CH2:26][c:27]2[cH:28][cH:29][cH:30][cH:31][cH:32]2)[c:15]2[cH:16][c:17]([O:21][CH3:22])[cH:18][cH:19][c:20]12.[Cl:1][c:2]1[cH:3][n:4][cH:5][c:6]([Cl:9])[c:7]1[CH3:8].[H-:39].[Na+:38].[O:33]=[CH:34][N:35]([CH3:36])[CH3:37]>>[Cl:1][c:2]1[cH:3][n:4][cH:5][c:6]([Cl:9])[c:7]1[CH2:8][c:11]1[n:12][n:13][c:14]([CH2:23][CH2:24][CH2:25][CH2:26][c:27]2[cH:28][cH:29][cH:30][cH:31][cH:32]2)[c:15]2[cH:16][c:17]([O:21][CH3:22])[cH:18][cH:19][c:20]12. Run in ClCCl (dichloromethane). The yield is 28.4%. Procedure details: A mixture of 1.0 g (4.65 mmol) alpha-bromophenylacetic acid (Aldrich), 1.16 g (6.05 mmol) (3-dimethylamino-propyl)-ethyl-carbodiimide hydrochloride (Aldrich), 2.80 mL (5.6 mmol) ethyl-amine (Aldrich, 2 M in dichloromethane) in dichloromethane (30 mL) is stirred at room temperature for 18 h. The reaction mixture is washed with NaOH 1 M (15 mL) and the organic phase is evaporated under reduced pressure. The residue is purified by silica gel column chromatography (gradient: cyclohexane/ethyl acetat... Starting materials: BrC(C(=O)O)C1=CC=CC=C1 (alpha-bromophenylacetic acid), Cl.CN(CCCN=C=NCC)C ((3-dimethylamino-propyl)-ethyl-carbodiimide hydrochloride), C(C)N (ethyl-amine). Product: BrC(C(=O)NCC)C1=CC=CC=C1 (2-Bromo-N-ethyl-2-phenyl-acetamide). As a reaction SMILES: [Br:1][CH:2]([C:6]1[CH:11]=[CH:10][CH:9]=[CH:8][CH:7]=1)[C:3]([OH:5])=O.Cl.C[N:14](C)[CH2:15][CH2:16]CN=C=NCC.C(N)C>ClCCl>[Br:1][CH:2]([C:6]1[CH:11]=[CH:10][CH:9]=[CH:8][CH:7]=1)[C:3]([NH:14][CH2:15][CH3:16])=[O:5] |f:1.2|. Reaction conditions: time 18 hour.